describe an organic reaction: reactants, conditions, products, and yield From a dataset of the Open Reaction Database (ORD), a public repository of structured organic reaction records. The reactants are ClCCl, OCc1cccc2cc[nH]c12. Yields the product O=Cc1cccc2cc[nH]c12. RXN SMILES: [CH2:12]([Cl:13])[Cl:14].[nH:1]1[cH:2][cH:3][c:4]2[cH:5][cH:6][cH:7][c:8]([CH2:10][OH:11])[c:9]12>>[nH:1]1[cH:2][cH:3][c:4]2[cH:5][cH:6][cH:7][c:8]([CH:10]=[O:11])[c:9]12.